From a dataset of the Open Reaction Database (ORD), a public repository of structured organic reaction records. describe an organic reaction: reactants, conditions, products, and yield Starting materials: CCc1ccc(CO)cn1, Cc1ccccc1, CCOC(C)=O, C1CCC2=NCCCN2CC1, O, [N-]=[N+]=NP(=O)(c1ccccc1)c1ccccc1. Product: CCc1ccc(CN=[N+]=[N-])cn1. As a reaction SMILES: [CH2:1]([CH3:2])[c:3]1[cH:4][cH:5][c:6]([CH2:9][OH:10])[cH:7][n:8]1.[CH3:40][c:41]1[cH:42][cH:43][cH:44][cH:45][cH:46]1.[CH3:47][CH2:48][O:49][C:50](=[O:51])[CH3:52].[N:28]12[CH2:29][CH2:30][CH2:31][N:32]=[C:33]1[CH2:34][CH2:35][CH2:36][CH2:37][CH2:38]2.[OH2:39].[c:11]1([P:12]([c:13]2[cH:14][cH:15][cH:16][cH:17][cH:18]2)(=[O:19])[N:25]=[N+:26]=[N-:27])[cH:20][cH:21][cH:22][cH:23][cH:24]1>>[CH2:1]([CH3:2])[c:3]1[cH:4][cH:5][c:6]([CH2:9][N:25]=[N+:26]=[N-:27])[cH:7][n:8]1. The reactants are [BH4-], COc1ccc(C=O)cc1-c1cc2c(cc1C)C(C)(C)CC(C)C2C, CO, [Na+]. Yields the product COc1ccc(CO)cc1-c1cc2c(cc1C)C(C)(C)CC(C)C2C. RXN SMILES: [BH4-:26].[CH3:1][O:2][c:3]1[c:4](-[c:11]2[cH:12][c:13]3[c:18]([cH:19][c:20]2[CH3:21])[C:17]([CH3:22])([CH3:23])[CH2:16][CH:15]([CH3:24])[CH:14]3[CH3:25])[cH:5][c:6]([CH:7]=[O:8])[cH:9][cH:10]1.[CH3:28][OH:29].[Na+:27]>>[CH3:1][O:2][c:3]1[c:4](-[c:11]2[cH:12][c:13]3[c:18]([cH:19][c:20]2[CH3:21])[C:17]([CH3:22])([CH3:23])[CH2:16][CH:15]([CH3:24])[CH:14]3[CH3:25])[cH:5][c:6]([CH2:7][OH:8])[cH:9][cH:10]1. Reactants: CCCCOc1c(CO)n(CC(C)(C)C)c(=O)c2ccc(F)cc12, Cc1ccccc1, [Na+], C1CCOC1, O=C([O-])O, O=S(Cl)Cl. The product is CCCCOc1c(CCl)n(CC(C)(C)C)c(=O)c2ccc(F)cc12. RXN SMILES: [CH2:1]([CH2:2][CH2:3][CH3:4])[O:5][c:6]1[c:7]([CH2:23][OH:24])[n:8]([CH2:18][C:19]([CH3:20])([CH3:21])[CH3:22])[c:9](=[O:17])[c:10]2[cH:11][cH:12][c:13]([F:16])[cH:14][c:15]12.[CH3:39][c:40]1[cH:41][cH:42][cH:43][cH:44][cH:45]1.[Na+:29].[O:34]1[CH2:35][CH2:36][CH2:37][CH2:38]1.[OH:30][C:31](=[O:32])[O-:33].[S:25]([Cl:26])([Cl:27])=[O:28]>>[CH2:1]([CH2:2][CH2:3][CH3:4])[O:5][c:6]1[c:7]([CH2:23][Cl:27])[n:8]([CH2:18][C:19]([CH3:20])([CH3:21])[CH3:22])[c:9](=[O:17])[c:10]2[cH:11][cH:12][c:13]([F:16])[cH:14][c:15]12. Reactants: CCOc1ccccc1C(=O)O, ClCCl, CN(C)C=O, O=C(Cl)C(=O)Cl. Product: CCOc1ccccc1C(=O)Cl. As a reaction SMILES: [CH2:1]([CH3:2])[O:3][c:4]1[c:5]([C:6](=[O:7])[OH:8])[cH:9][cH:10][cH:11][cH:12]1.[CH2:24]([Cl:25])[Cl:26].[CH3:19][N:20]([CH3:21])[CH:22]=[O:23].[Cl:13][C:14]([C:15]([Cl:16])=[O:17])=[O:18]>>[CH2:1]([CH3:2])[O:3][c:4]1[c:5]([C:6](=[O:7])[Cl:13])[cH:9][cH:10][cH:11][cH:12]1.